This data is from the Open Reaction Database (ORD), a public repository of structured organic reaction records. The task is: describe an organic reaction: reactants, conditions, products, and yield Starting materials: C(C)(C)(C)OC(=O)N1CC(CCC1)COS(=O)(=O)C (3-methanesulfonyloxymethyl-piperidine-1-carboxylic acid tert-butyl ester), C([O-])([O-])=O.[K+].[K+] (potassium carbonate), COC1=C(C=CC=C1)N1CCNCC1 (1-(2-methoxy-phenyl) piperazine). Solvent: C(C)#N (acetonitrile). Yields the product C(C)(C)(C)OC(=O)N1CC(CCC1)CN1CCN(CC1)C1=C(C=CC=C1)OC (3-[4-(2-Methoxy-phenyl)-piperazin-1-ylmethyl]-piperidine-1-carboxylic acid tert-butyl ester). As a reaction SMILES: [C:1]([O:5][C:6]([N:8]1[CH2:13][CH2:12][CH2:11][CH:10]([CH2:14]OS(C)(=O)=O)[CH2:9]1)=[O:7])([CH3:4])([CH3:3])[CH3:2].C(=O)([O-])[O-].[K+].[K+].[CH3:26][O:27][C:28]1[CH:33]=[CH:32][CH:31]=[CH:30][C:29]=1[N:34]1[CH2:39][CH2:38][NH:37][CH2:36][CH2:35]1>C(#N)C>[C:1]([O:5][C:6]([N:8]1[CH2:13][CH2:12][CH2:11][CH:10]([CH2:14][N:37]2[CH2:36][CH2:35][N:34]([C:29]3[CH:30]=[CH:31][CH:32]=[CH:33][C:28]=3[O:27][CH3:26])[CH2:39][CH2:38]2)[CH2:9]1)=[O:7])([CH3:2])([CH3:3])[CH3:4] |f:1.2.3|. Procedure details: To a solution of 3-methanesulfonyloxymethyl-piperidine-1-carboxylic acid tert-butyl ester (11.06 g, 0.04 mol) in acetonitrile (180 mL) was added potassium carbonate (26 g, 0.19 mol) followed by 1-(2-methoxy-phenyl) piperazine (7.25 g, 0.04 mol). After completion of addition the reaction mixture was heated to reflux. After 12 h the reaction mixture was cooled down to room temperature and quenched with water. The aqueous layer was extracted with ethyl acetate (3×100 mL). The combined organic layer...